This data is from the Open Reaction Database (ORD), a public repository of structured organic reaction records. The task is: describe an organic reaction: reactants, conditions, products, and yield Starting materials: C(=C)C1=NC2=CC=CC=C2C=C1 (2-vinylquinoline), BrC1=CC=CC=2N1C(NN2)=O (5-bromo-[1,2,4]triazolo[4,3-a]pyridin-3(2H)-one), [OH-].[K+] (KOH). Solvent: CN1CCCC1=O (NMP), C(Cl)Cl (CH2Cl2). Conditions: temperature 130 celsius. The product is BrC1=CC=CC=2N1C(N(N2)CCC2=NC1=CC=CC=C1C=C2)=O (5-bromo-2-(2-(quinolin-2-yl)ethyl)-[1,2,4]triazolo[4,3-a]pyridin-3(2H)-one). Isolated yield 9.3%. Reaction SMILES: [CH:1]([C:3]1[CH:12]=[CH:11][C:10]2[C:5](=[CH:6][CH:7]=[CH:8][CH:9]=2)[N:4]=1)=[CH2:2].[Br:13][C:14]1[N:19]2[C:20](=[O:23])[NH:21][N:22]=[C:18]2[CH:17]=[CH:16][CH:15]=1.[OH-].[K+]>CN1C(=O)CCC1.C(Cl)Cl>[Br:13][C:14]1[N:19]2[C:20](=[O:23])[N:21]([CH2:2][CH2:1][C:3]3[CH:12]=[CH:11][C:10]4[C:5](=[CH:6][CH:7]=[CH:8][CH:9]=4)[N:4]=3)[N:22]=[C:18]2[CH:17]=[CH:16][CH:15]=1 |f:2.3|. Procedure details: 2-Vinylquinoline (1-2) (218 mg, 1.40 mmol) and triazolopyridinone 2-3 (250 mg, 1.17 mmol) were placed in a microwave vial and dissolved in NMP (2 mL). To the mixture was added catalytic powdered KOH (10 mg, 0.18 mmol), and the vial was capped and heated at 130° C. under microwave irradiation for 20 min. After cooling, the mixture was diluted with CH2Cl2 (100 mL) and washed with water (25 mL) and brine (25 mL). The organic layer was dried over MgSO4, filtered, and concentrated in vacuo. The crude... Starting materials: BrBr (bromine), ClC1=C(C=CC(=C1)Cl)CC(C(C)=O)(C)C (4-(2,4-dichlorophenyl)-3,3-dimethyl-2-butanone). The solvent is C(Cl)(Cl)Cl (chloroform). Run at time 1 hour. Product: BrCC(C(CC1=C(C=C(C=C1)Cl)Cl)(C)C)=O (1-bromo-4-(2,4-dichlorophenyl)-3,3-dimethyl-2-butanone). Yield: 100.1%. Reaction SMILES: [Br:1]Br.[Cl:3][C:4]1[CH:9]=[C:8]([Cl:10])[CH:7]=[CH:6][C:5]=1[CH2:11][C:12]([CH3:17])([CH3:16])[C:13](=[O:15])[CH3:14]>C(Cl)(Cl)Cl>[Br:1][CH2:14][C:13](=[O:15])[C:12]([CH3:17])([CH3:16])[CH2:11][C:5]1[CH:6]=[CH:7][C:8]([Cl:10])=[CH:9][C:4]=1[Cl:3]. Reported procedure: 13.4 ml (0.26 mole) of bromine are slowly added dropwise to a solution of 64.5 g (0.26 mole) of 4-(2,4-dichlorophenyl)-3,3-dimethyl-2-butanone in 600 ml of chloroform at room temperature. The reaction solution is subsequently stirred at room temperature for 1 hour. It is then concentrated by distilling off the solvent. 84.3 g (100% of theory) of crude 1-bromo-4-(2,4-dichlorophenyl)-3,3-dimethyl-2-butanone are obtained as an oil, which is further reacted directly. ##STR15## Starting materials: OC[C@H]1CCC[C@@H](O1)OC(CN1C=NC=C1)C1=C(C=C(C=C1)Cl)Cl (1-[trans-β-(6-hydroxymethyltetrahydropyran-2-yloxy)-2,4-dichlorophenethyl]imidazole), S(=O)(=O)(C1=CC=C(C)C=C1)Cl (tosyl chloride), O (water). The solvent is N1=CC=CC=C1 (pyridine). Product: S(=O)(=O)(C1=CC=C(C)C=C1)OC[C@H]1CCC[C@@H](O1)OC(CN1C=NC=C1)C1=C(C=C(C=C1)Cl)Cl (1-[Trans-β-(6-tosyloxymethyltetrahydropyran-2-yloxy)-2,4-dichlorophenethyl]imidazole). The yield is 94.2%. As a reaction SMILES: [OH:1][CH2:2][C@@H:3]1[O:8][C@@H:7]([O:9][CH:10]([C:17]2[CH:22]=[CH:21][C:20]([Cl:23])=[CH:19][C:18]=2[Cl:24])[CH2:11][N:12]2[CH:16]=[CH:15][N:14]=[CH:13]2)[CH2:6][CH2:5][CH2:4]1.[S:25](Cl)([C:28]1[CH:34]=[CH:33][C:31]([CH3:32])=[CH:30][CH:29]=1)(=[O:27])=[O:26].O>N1C=CC=CC=1>[S:25]([O:1][CH2:2][C@@H:3]1[O:8][C@@H:7]([O:9][CH:10]([C:17]2[CH:22]=[CH:21][C:20]([Cl:23])=[CH:19][C:18]=2[Cl:24])[CH2:11][N:12]2[CH:16]=[CH:15][N:14]=[CH:13]2)[CH2:6][CH2:5][CH2:4]1)([C:28]1[CH:34]=[CH:33][C:31]([CH3:32])=[CH:30][CH:29]=1)(=[O:27])=[O:26]. Procedure: A solution of 5.10 g of 1-[trans-β-(6-hydroxymethyltetrahydropyran-2-yloxy)-2,4-dichlorophenethyl]imidazole in 40 ml of dry pyridine was stirred overnight at room temperature with 2.88 g of tosyl chloride. The reaction mixture was poured into water and extracted with diethyl ether. The ethereal extract was washed with aqueous sodium chloride and dried over anhydrous sodium sulphate, and the solvent was removed by evaporation under reduced pressure. The residue was purified by column chromatograp... The solvent is CO (methanol). The yield is 93.0%. Reaction SMILES: [Na].[C:2]([C:4]1[CH:9]=[CH:8][N:7]=[CH:6][CH:5]=1)#[N:3].[Cl-:10].[NH4+:11].C(OCC)C>CO>[ClH:10].[C:2]([C:4]1[CH:9]=[CH:8][N:7]=[CH:6][CH:5]=1)(=[NH:11])[NH2:3] |f:2.3,6.7,^1:0|. Product: Cl.C(N)(=N)C1=CC=NC=C1 (4-Amidino-pyridine hydrochloride). Reaction conditions: time 6 hour. Reactants: [Na] (sodium), C(#N)C1=CC=NC=C1 (4-cyanopyridine), C(C)OCC (diethylether), [Cl-].[NH4+] (ammoniumchloride). Reported procedure: To a solution of sodium (0.23 g) in methanol (40 ml) was added 4-cyanopyridine (10.62 g) at room temperature. Stirring was continued for 6 h followed by the addition of ammoniumchloride (5.9 g) and stirring was continued for another 10 h. Then diethylether (120 ml) was added and the precipitate was filtered off after 30 min and washed once with diethylether (20 ml). The product was dried under high vacuum. 4-Amidino-pyridine hydrochloride (14.95 g) was obtained as a white powder. Reactants: [Al+3], CC1(CC=O)CCOc2ccccc21, [H-], [H-], [H-], [H-], [Li+], C1CCOC1. The product is CC1(CCO)CCOc2ccccc21. As a reaction SMILES: [Al+3:16].[CH3:1][C:2]1([CH2:12][CH:13]=[O:14])[CH2:3][CH2:4][O:5][c:6]2[cH:7][cH:8][cH:9][cH:10][c:11]21.[H-:15].[H-:18].[H-:19].[H-:20].[Li+:17].[O:21]1[CH2:22][CH2:23][CH2:24][CH2:25]1>>[CH3:1][C:2]1([CH2:12][CH2:13][OH:14])[CH2:3][CH2:4][O:5][c:6]2[cH:7][cH:8][cH:9][cH:10][c:11]21. Starting materials: COC1=C(C(=O)C2=C(C=[N+](C=C2C(F)(F)F)[O-])OC)C(=CC(=C1OC)OC)C (4-(2,3,4-trimethoxy-6-methylbenzoyl)-3-methoxy-5-trifluoromethylpyridine-N-oxide), C1(=CC=CC=C1)C (toluene), P(=O)(Br)(Br)Br (phosphorus oxybromide). Solvent: CN(C=O)C (dimethylformamide). Product: COC1=C(C(=O)C2=C(C(=NC=C2OC)Br)C(F)(F)F)C(=CC(=C1OC)OC)C (4-(2,3,4-trimethoxy-6-methylbenzoyl)-2-bromo-3-trifluoromethyl-5-methoxypyridine). The yield is 49.1%. RXN SMILES: [CH3:1][O:2][C:3]1[C:23]([O:24][CH3:25])=[C:22]([O:26][CH3:27])[CH:21]=[C:20]([CH3:28])[C:4]=1[C:5]([C:7]1[C:12]([C:13]([F:16])([F:15])[F:14])=[CH:11][N+:10]([O-])=[CH:9][C:8]=1[O:18][CH3:19])=[O:6].C1(C)C=CC=CC=1.P(Br)(Br)([Br:38])=O>CN(C)C=O>[CH3:1][O:2][C:3]1[C:23]([O:24][CH3:25])=[C:22]([O:26][CH3:27])[CH:21]=[C:20]([CH3:28])[C:4]=1[C:5]([C:7]1[C:8]([O:18][CH3:19])=[CH:9][N:10]=[C:11]([Br:38])[C:12]=1[C:13]([F:16])([F:15])[F:14])=[O:6]. Reported procedure: Using 7.2 g (18 mmol) of 4-(2,3,4-trimethoxy-6-methylbenzoyl)-3-methoxy-5-trifluoromethylpyridine-N-oxide, 7 ml of toluene, 17 ml of dimethylformamide and 10 g (35 mmol) of phosphorus oxybromide, 4.1 g (yield 49%) of 4-(2,3,4-trimethoxy-6-methylbenzoyl)-2-bromo-3-trifluoromethyl-5-methoxypyridine (compound No. 124; m.p. 145-147° C.) was obtained in the same process as in Synthesis Example 9 step (f). Starting materials: ClC(Cl)(OC(OC(Cl)(Cl)Cl)=O)Cl (triphosgene), O.O.P(=O)(O)(O)[O-].[Na+].[Na+].P(=O)(O)(O)[O-] (Disodium dihydrogen phosphate dihydrate), C(C)OC(=O)[C@H](CCC1=CC=CC=C1)N[C@@H](C)C(=O)O (N-[1-(S)-ethoxy carbonyl-3-phenyl propyl]-L-alanine), N1=CC=CC=C1 (Pyridine). Solvent: ClCCl (dichloromethane), ClCCl (Dichloromethane), O (water). Conditions: time 15 minute. Product: CCOC(=O)C(CCC1=CC=CC=C1)N2C(C(=O)OC2=O)C (N-[1-(S)-ethoxy carbonyl-3-phenyl propyl]-L-alanine N-carboxy anhydride). RXN SMILES: O.O.P([O-])(O)(O)=O.[Na+].[Na+].P([O-])(O)(O)=O.[CH2:15]([O:17][C:18]([C@@H:20]([NH:29][C@H:30]([C:32]([OH:34])=[O:33])[CH3:31])[CH2:21][CH2:22][C:23]1[CH:28]=[CH:27][CH:26]=[CH:25][CH:24]=1)=[O:19])[CH3:16].Cl[C:36](Cl)([O:38]C(=O)OC(Cl)(Cl)Cl)Cl.N1C=CC=CC=1>O.ClCCl>[CH3:16][CH2:15][O:17][C:18]([CH:20]([N:29]1[C:36](=[O:38])[O:34][C:32](=[O:33])[CH:30]1[CH3:31])[CH2:21][CH2:22][C:23]1[CH:28]=[CH:27][CH:26]=[CH:25][CH:24]=1)=[O:19] |f:0.1.2.3.4.5|. Procedure: Disodium dihydrogen phosphate dihydrate (177 gms; 0.994 moles) was dissolved in water (300 ml) at 35° C. and cooled to ambient temperature. Dichloromethane (250 ml) was charged and stirred for 15 mins. N-[1-(S)-ethoxy carbonyl-3-phenyl propyl]-L-alanine (106 gms; 0.381 moles) was added to the above solution and the reaction mass was cooled to 15° C. Solution of triphosgene (52.8 gms; 0.177 moles) dissolved dichloromethane (40 ml) was added dropwise to the reaction mass in 40 mins at 15-20° C. Th... Starting materials: C1(CCCCC1)CCC[C@H](CC(=O)OC(C)(C)C)C1=NC(=NO1)C(=O)N1CC2=CC=CC=C2C1 (tert-butyl (3R)-6-cyclohexyl-3-[3-(1,3-dihydro-2H-isoindol-2-ylcarbonyl)-1,2,4-oxadiazol-5-yl]hexanoate), FC(C(=O)O)(F)F (trifluoroacetic acid). Solvent: ClCCl (dichloromethane). Reaction conditions: time 17 hour. Yields the product C1(CCCCC1)CCC[C@H](CC(=O)O)C1=NC(=NO1)C(=O)N1CC2=CC=CC=C2C1 ((3R)-6-Cyclohexyl-3-[3-(1,3-dihydro-2H-isoindol-2-ylcarbonyl)-1,2,4-oxadiazol-5-yl]hexanoic acid). Isolated yield 104.9%. Reaction SMILES: [CH:1]1([CH2:7][CH2:8][CH2:9][C@@H:10]([C:19]2[O:23][N:22]=[C:21]([C:24]([N:26]3[CH2:34][C:33]4[C:28](=[CH:29][CH:30]=[CH:31][CH:32]=4)[CH2:27]3)=[O:25])[N:20]=2)[CH2:11][C:12]([O:14]C(C)(C)C)=[O:13])[CH2:6][CH2:5][CH2:4][CH2:3][CH2:2]1.FC(F)(F)C(O)=O>ClCCl>[CH:1]1([CH2:7][CH2:8][CH2:9][C@@H:10]([C:19]2[O:23][N:22]=[C:21]([C:24]([N:26]3[CH2:34][C:33]4[C:28](=[CH:29][CH:30]=[CH:31][CH:32]=4)[CH2:27]3)=[O:25])[N:20]=2)[CH2:11][C:12]([OH:14])=[O:13])[CH2:6][CH2:5][CH2:4][CH2:3][CH2:2]1. Procedure: A solution of tert-butyl (3R)-6-cyclohexyl-3-[3-(1,3-dihydro-2H-isoindol-2-ylcarbonyl)-1,2,4-oxadiazol-5-yl]hexanoate (Preparation 16a) (91 mg, 0.19 mmol) in dichloromethane (4 ml) was treated with trifluoroacetic acid (1 ml) and the resulting mixture was stirred at room temperature under a nitrogen atmosphere for 17 hours. The solvent was removed under reduced pressure and the residue azeotroped from toluene to afford the title compound as a beige solid (82 mg). Reactants: ClC1=CC=C(C=N1)CC1=CC(=C(C2=CC=CC=C12)OC)C(=O)N[C@@H]1[C@H](CCCC1)O (4-[(6-chloropyridin-3-yl)methyl]-N-[(1S,2S)-2-hydroxycyclohexyl]-1-methoxy-2-naphthamide), C([O-])([O-])=O.[Cs+].[Cs+] (cesium carbonate), CN1N=CC(=C1)B1OC(C(O1)(C)C)(C)C (1-methyl-4-(4,4,5,5-tetramethyl-1,3,2-dioxaborolan-2-yl)-1H-pyrazole). Reagents/catalysts: CC(C)([P](C(C)(C)C)([Pd][P](C(C)(C)C)(C(C)(C)C)C(C)(C)C)C(C)(C)C)C (bis(tri-tert-butylphosphine)palladium(0)). Solvent: C1CCOC1 (THF). Run at temperature 100 celsius. Yields the product O[C@@H]1[C@H](CCCC1)NC(=O)C1=C(C2=CC=CC=C2C(=C1)CC=1C=NC(=CC1)C=1C=NN(C1)C)OC (N-[(1S,2S)-2-Hydroxycyclohexyl]-1-methoxy-4-{[6-(1-methyl-1H-pyrazol-4-yl)pyridine-3-yl]methyl}-2-naphthamide). Reaction SMILES: Cl[C:2]1[N:7]=[CH:6][C:5]([CH2:8][C:9]2[C:18]3[C:13](=[CH:14][CH:15]=[CH:16][CH:17]=3)[C:12]([O:19][CH3:20])=[C:11]([C:21]([NH:23][C@H:24]3[CH2:29][CH2:28][CH2:27][CH2:26][C@@H:25]3[OH:30])=[O:22])[CH:10]=2)=[CH:4][CH:3]=1.C(=O)([O-])[O-].[Cs+].[Cs+].[CH3:37][N:38]1[CH:42]=[C:41](B2OC(C)(C)C(C)(C)O2)[CH:40]=[N:39]1>C1COCC1.CC(C)([P](C(C)(C)C)([Pd][P](C(C)(C)C)(C(C)(C)C)C(C)(C)C)C(C)(C)C)C>[OH:30][C@H:25]1[CH2:26][CH2:27][CH2:28][CH2:29][C@@H:24]1[NH:23][C:21]([C:11]1[CH:10]=[C:9]([CH2:8][C:5]2[CH:6]=[N:7][C:2]([C:41]3[CH:40]=[N:39][N:38]([CH3:37])[CH:42]=3)=[CH:3][CH:4]=2)[C:18]2[C:13](=[CH:14][CH:15]=[CH:16][CH:17]=2)[C:12]=1[O:19][CH3:20])=[O:22] |f:1.2.3,^1:59,65|. Procedure details: To a solution of 4-[(6-chloropyridin-3-yl)methyl]-N-[(1S,2S)-2-hydroxycyclohexyl]-1-methoxy-2-naphthamide (Example 3, 0.050 g, 0.12 mmol) in 3 mL of THF under an atmosphere of nitrogen was added aqueous cesium carbonate (1 M, 0.24 mL, 0.24 mmol), 1-methyl-4-(4,4,5,5-tetramethyl-1,3,2-dioxaborolan-2-yl)-1H-pyrazole (0.037 g, 0.18 mmol), and bis(tri-tert-butylphosphine)palladium(0) (4.0 mg, 0.0078 mmol). The reaction was heated at 100° C. for 16 hours, cooled to room temperature, and concentrated ...